This data is from the Open Reaction Database (ORD), a public repository of structured organic reaction records. The task is: describe an organic reaction: reactants, conditions, products, and yield The product is COc1cc(Nc2ncc(C(C)N3CCN(S(C)(=O)=O)CC3)cc2-c2nc(C)nc(N)n2)cnc1Cl. As a reaction SMILES: [Cl:1][c:2]1[c:3]([O:53][CH3:54])[cH:4][c:5]([NH:8][c:9]2[n:10][cH:11][c:12]([CH:41]([CH3:42])[N:43]3[CH2:44][CH2:45][N:46]([S:49](=[O:50])(=[O:51])[CH3:52])[CH2:47][CH2:48]3)[cH:13][c:14]2-[c:15]2[n:16][c:17]([N:22]([CH2:23][c:24]3[cH:25][cH:26][c:27]([O:28][CH3:29])[cH:30][cH:31]3)[CH2:32][c:33]3[cH:34][cH:35][c:36]([O:37][CH3:38])[cH:39][cH:40]3)[n:18][c:19]([CH3:21])[n:20]2)[cH:6][n:7]1.[F:63][C:64]([F:65])([F:66])[C:67]([OH:68])=[O:69].[OH:55][S:56]([C:57]([F:58])([F:59])[F:60])(=[O:61])=[O:62]>>[Cl:1][c:2]1[c:3]([O:53][CH3:54])[cH:4][c:5]([NH:8][c:9]2[n:10][cH:11][c:12]([CH:41]([CH3:42])[N:43]3[CH2:44][CH2:45][N:46]([S:49](=[O:50])(=[O:51])[CH3:52])[CH2:47][CH2:48]3)[cH:13][c:14]2-[c:15]2[n:16][c:17]([NH2:22])[n:18][c:19]([CH3:21])[n:20]2)[cH:6][n:7]1. Reactants: COc1ccc(CN(Cc2ccc(OC)cc2)c2nc(C)nc(-c3cc(C(C)N4CCN(S(C)(=O)=O)CC4)cnc3Nc3cnc(Cl)c(OC)c3)n2)cc1, O=C(O)C(F)(F)F, O=S(=O)(O)C(F)(F)F. Reactants: CC(=O)O, [K+], O=[N+]([O-])[O-], O=S(=O)(O)O, N#CC1(c2ccccc2)CCC1. The product is N#CC1(c2ccc([N+](=O)[O-])cc2)CCC1. RXN SMILES: [CH3:23][C:24](=[O:25])[OH:26].[K+:22].[N+:18](=[O:19])([O-:20])[O-:21].[S:13](=[O:14])(=[O:15])([OH:16])[OH:17].[c:1]1([C:7]2([C:11]#[N:12])[CH2:8][CH2:9][CH2:10]2)[cH:2][cH:3][cH:4][cH:5][cH:6]1>>[c:1]1([C:7]2([C:11]#[N:12])[CH2:8][CH2:9][CH2:10]2)[cH:2][cH:3][c:4]([N+:18](=[O:19])[O-:20])[cH:5][cH:6]1. Reactants: N1C=C(C=2C1=NC=CC2)CN ((1H-pyrrolo[2,3-b]pyridin-3-yl)methanamine), N1C=C(C=2C1=NC=CC2)CN ((1H-pyrrolo[2,3-b]pyridin-3-yl)methanamine), BrC=1C(=NC=C(N1)Br)N (3,5-dibromopyrazin-2-amine), C(C)N(C(C)C)C(C)C (N-ethyl-N-isopropylpropan-2-amine). Run in CCO (EtOH). Conditions: temperature 150 celsius, time 8 hour. Product: N1C=C(C=2C1=NC=CC2)CNC2=NC(=CN=C2N)Br (N2-((1H-pyrrolo[2,3-b]pyridin-3-yl)methyl)-6-bromopyrazine-2,3-diamine). Yield: 7.3%. As a reaction SMILES: [NH:1]1[C:5]2=[N:6][CH:7]=[CH:8][CH:9]=[C:4]2[C:3]([CH2:10][NH2:11])=[CH:2]1.Br[C:13]1[C:14]([NH2:20])=[N:15][CH:16]=[C:17]([Br:19])[N:18]=1.C(N(C(C)C)C(C)C)C>CCO>[NH:1]1[C:5]2=[N:6][CH:7]=[CH:8][CH:9]=[C:4]2[C:3]([CH2:10][NH:11][C:13]2[C:14]([NH2:20])=[N:15][CH:16]=[C:17]([Br:19])[N:18]=2)=[CH:2]1. Reported procedure: A mixture of (1H-pyrrolo[2,3-b]pyridin-3-yl)methanamine (intermediate A) (442 mg, 3.0 mmol), 3,5-dibromopyrazin-2-amine (758 mg, 3.0 mmol) and N-ethyl-N-isopropylpropan-2-amine (1160 mg, 9.0 mmol) in EtOH (70 mL) was stirred at 150° C. overnight. After being cooled to room temperature, it was concentrated and purified by chromatography to afford the title compound (70 mg) MS (m/z): 319 (M+1)+. Reactants: C(C1=CC=CC=C1)OC1=CC=C(OCC(CNCCNC2=C3C=NNC3=CC=C2)O)C=C1 (1-(4-Benzyloxyphenoxy) 3-[2-(indazol-4-ylamino)-ethylamino]-propan-2-ol). Reagents/catalysts: [Pd] (palladium-charcoal). Solvent: CO (methanol). The product is OC1=CC=C(OCC(CNCCNC2=C3C=NNC3=CC=C2)O)C=C1 (1-(4-Hydroxyphenoxy)-3-[2-(indazol-4-ylamino)-ethylamino]-propan-2-ol). As a reaction SMILES: C([O:8][C:9]1[CH:32]=[CH:31][C:12]([O:13][CH2:14][CH:15]([OH:30])[CH2:16][NH:17][CH2:18][CH2:19][NH:20][C:21]2[CH:29]=[CH:28][CH:27]=[C:26]3[C:22]=2[CH:23]=[N:24][NH:25]3)=[CH:11][CH:10]=1)C1C=CC=CC=1>[Pd].CO>[OH:8][C:9]1[CH:10]=[CH:11][C:12]([O:13][CH2:14][CH:15]([OH:30])[CH2:16][NH:17][CH2:18][CH2:19][NH:20][C:21]2[CH:29]=[CH:28][CH:27]=[C:26]3[C:22]=2[CH:23]=[N:24][NH:25]3)=[CH:31][CH:32]=1. Procedure: 5.0 g. 1-(4-Benzyloxyphenoxy) 3-[2-(indazol-4-ylamino)-ethylamino]-propan-2-ol are hydrogenated in the presence of 0.5 g. palladium-charcoal (10%) in 100 ml. methanol. After filtering off the catalyst with suction, the filtrate is evaporated and the residue is triturated with ethanol. It is then dissolved in hot dimethylformamide, treated with active charcoal, mixed with double the amount of water, filtered off with suction and washed with water and then with ethanol. There are obtained 3.0 g. (...